Dataset: the Open Reaction Database (ORD), a public repository of structured organic reaction records. Task: describe an organic reaction: reactants, conditions, products, and yield The reactants are COC=1C=C(C=O)C=CC1OC (3,4-dimethoxybenzaldehyde), C(C)(=O)[O-].[NH4+] (ammonium acetate), [N+](=O)([O-])C (nitromethane). The solvent is C(C)(=O)O (acetic acid). Yields the product COC=1C=C(C=CC1OC)C=C[N+](=O)[O-] (1-(3,4-Dimethoxyphenyl)-2-nitroethene). Reaction SMILES: [CH3:1][O:2][C:3]1[CH:4]=[C:5]([CH:8]=[CH:9][C:10]=1[O:11][CH3:12])[CH:6]=O.C([O-])(=O)C.[NH4+].[N+:18]([CH3:21])([O-:20])=[O:19]>C(O)(=O)C>[CH3:1][O:2][C:3]1[CH:4]=[C:5]([CH:6]=[CH:21][N+:18]([O-:20])=[O:19])[CH:8]=[CH:9][C:10]=1[O:11][CH3:12] |f:1.2|. Procedure: In a 1 l. r.b. flask 100 g. (0.6 mole) of 3,4-dimethoxybenzaldehyde, 40 g. (0.52 mole) of ammonium acetate, 50 ml. (0.93 mole) of nitromethane, and 400 ml. of glacial acetic acid were combined and refluxed for 2 hours. The solution was then cooled to room temperature overnight. Yellow crystals were then collected via suction filtration and washed with hexane and ether. 73 g. of desired product were collected with m.p. 133°-134° C.